This data is from the Open Reaction Database (ORD), a public repository of structured organic reaction records. The task is: describe an organic reaction: reactants, conditions, products, and yield Starting materials: [N+](=O)([O-])C1=C2C=CC(=NC2=CC=C1)Cl (5-nitro-2-chloroquinoline), CC1=CC=C(O1)CN (5-methyl-2-furanmethanamine). Product: CC1=CC=C(O1)CNC1=NC=2C=CC=C(C2C=C1)N (N2-(5-Methyl-furan-2-ylmethyl)-quinoline-2,5-diamine). As a reaction SMILES: [N+:1]([C:4]1[CH:13]=[CH:12][CH:11]=[C:10]2[C:5]=1[CH:6]=[CH:7][C:8](Cl)=[N:9]2)([O-])=O.[CH3:15][C:16]1[O:20][C:19]([CH2:21][NH2:22])=[CH:18][CH:17]=1>>[CH3:15][C:16]1[O:20][C:19]([CH2:21][NH:22][C:8]2[CH:7]=[CH:6][C:5]3[C:4]([NH2:1])=[CH:13][CH:12]=[CH:11][C:10]=3[N:9]=2)=[CH:18][CH:17]=1. Reported procedure: The title compound, MS: m/e=254.4 (M+H+), was prepared in accordance with the general method of example 1 from 5-nitro-2-chloroquinoline and 5-methyl-2-furanmethanamine. Procedure: To a solution of 1-[(benzyloxy)carbonyl]piperidine-4-carboxylic acid in DCM (0.2 M), 3 eq of tert-butyl. N,N′-diisopropylimidocarbamate were added and the mixture was stirred at RT. After 30 min, a further 1.5 eq of tert-butyl N,N′-diisopropylimidocarbamate were added and the solution stirred for an additional hour. The solution was filtered through a pad of celite and then through a pad of silica gel to give the product (83%); MS (ES+) m/z 320 (M+H)+ The yield is 83.0%. Solvent: C(Cl)Cl (DCM). Reactants: C(C1=CC=CC=C1)OC(=O)N1CCC(CC1)C(=O)O (1-[(benzyloxy)carbonyl]piperidine-4-carboxylic acid), C(C)(C)NC([O-])=NC(C)C (N,N′-diisopropylimidocarbamate), C(C)(C)NC(OC(C)(C)C)=NC(C)C (tert-butyl N,N′-diisopropylimidocarbamate). As a reaction SMILES: [CH2:1]([O:8][C:9]([N:11]1[CH2:16][CH2:15][CH:14]([C:17]([OH:19])=[O:18])[CH2:13][CH2:12]1)=[O:10])[C:2]1[CH:7]=[CH:6][CH:5]=[CH:4][CH:3]=1.C(NC(=NC(C)C)[O-])(C)C.C(NC(=NC(C)C)O[C:36]([CH3:39])([CH3:38])[CH3:37])(C)C>C(Cl)Cl>[N:11]1([C:9]([O:8][CH2:1][C:2]2[CH:3]=[CH:4][CH:5]=[CH:6][CH:7]=2)=[O:10])[CH2:12][CH2:13][CH:14]([C:17]([O:19][C:36]([CH3:39])([CH3:38])[CH3:37])=[O:18])[CH2:15][CH2:16]1. Yields the product N1(CCC(CC1)C(=O)OC(C)(C)C)C(=O)OCC1=CC=CC=C1 (1-benzyl 4-tert-butyl piperidine-1,4-dicarboxylate). Conditions: time 30 minute. Reactants: BrCCCCCBr, Cc1ccc(CCO)cc1. Yields the product Cc1ccc(CCOCCCCCBr)cc1. RXN SMILES: [Br:11][CH2:12][CH2:13][CH2:14][CH2:15][CH2:16][Br:17].[CH3:1][c:2]1[cH:3][cH:4][c:5]([CH2:8][CH2:9][OH:10])[cH:6][cH:7]1>>[CH3:1][c:2]1[cH:3][cH:4][c:5]([CH2:8][CH2:9][O:10][CH2:16][CH2:15][CH2:14][CH2:13][CH2:12][Br:11])[cH:6][cH:7]1. The reactants are C(C)(=O)OCC (ethyl acetate), NCCNS(=O)(=O)C=1C=2C=CN=CC2C=CC1 (N-(2-aminoethyl]-5-isoquinolinesulfonamide), [Na] (sodium), ClC1=CC=C(C=CC=O)C=C1 (p-chlorocinnamaldehyde). Run in CO (methanol). Run at time 1 hour. Product: ClC1=CC=C(C=CCNCCNS(=O)(=O)C=2C=3C=CN=CC3C=CC2)C=C1 (N-[2-(4-Chlorocinnamylamino)ethyl]-5-Isoquinolinesulfonamide). Isolated yield 71.5%. As a reaction SMILES: [NH2:1][CH2:2][CH2:3][NH:4][S:5]([C:8]1[C:9]2[CH:10]=[CH:11][N:12]=[CH:13][C:14]=2[CH:15]=[CH:16][CH:17]=1)(=[O:7])=[O:6].[Cl:18][C:19]1[CH:28]=[CH:27][C:22]([CH:23]=[CH:24][CH:25]=O)=[CH:21][CH:20]=1.[Na].C(OCC)(=O)C>CO>[Cl:18][C:19]1[CH:28]=[CH:27][C:22]([CH:23]=[CH:24][CH2:25][NH:1][CH2:2][CH2:3][NH:4][S:5]([C:8]2[C:9]3[CH:10]=[CH:11][N:12]=[CH:13][C:14]=3[CH:15]=[CH:16][CH:17]=2)(=[O:7])=[O:6])=[CH:21][CH:20]=1 |^1:28|. Reported procedure: 2.01 g of N-(2-aminoethyl]-5-isoquinolinesulfonamide was dissolved in 30 ml of methanol, to the solution was added 1.60 g of p-chlorocinnamaldehyde, and the mixture was stirred for one hour at a room temperature. After an addition of 350 mg of sodium tetrahydrideborate in portions with ice cooling, the mixture was stirred for 30 minutes. After an addition of ethyl acetate, the reaction mixture was sequentially washed three times with water, and then twice with a saturated sodium chloride aqueous... Reactants: CCCC[Sn](CCCC)(CCCC)c1cccs1, Cc1ccccc1, COc1c(I)c(=O)c2ccc(Cl)cc2[nH]c1=O, c1coc(P(c2ccco2)c2ccco2)c1. Product: COc1c(-c2cccs2)c(=O)c2ccc(Cl)cc2[nH]c1=O. As a reaction SMILES: [CH2:34]([Sn:35]([CH2:36][CH2:37][CH2:38][CH3:44])([c:39]1[s:40][cH:41][cH:42][cH:43]1)[CH2:45][CH2:46][CH2:47][CH3:48])[CH2:49][CH2:50][CH3:51].[CH3:52][c:53]1[cH:54][cH:55][cH:56][cH:57][cH:58]1.[Cl:17][c:18]1[cH:19][cH:20][c:21]2[c:22]([nH:23][c:24](=[O:32])[c:25]([O:30][CH3:31])[c:26]([I:29])[c:27]2=[O:28])[cH:33]1.[o:1]1[cH:2][cH:3][cH:4][c:5]1[P:6]([c:7]1[o:8][cH:9][cH:10][cH:11]1)[c:12]1[o:13][cH:14][cH:15][cH:16]1>>[Cl:17][c:18]1[cH:19][cH:20][c:21]2[c:22]([nH:23][c:24](=[O:32])[c:25]([O:30][CH3:31])[c:26](-[c:39]3[s:40][cH:41][cH:42][cH:43]3)[c:27]2=[O:28])[cH:33]1.